This data is from the Open Reaction Database (ORD), a public repository of structured organic reaction records. The task is: describe an organic reaction: reactants, conditions, products, and yield Run in O (water). Reactants: C(C)(=O)OC=1C=C(C=CC(=O)NC=2C=NC3=C(C=C(C=C3C2C2=C(C=CC=C2)Cl)C)C)C=CC1OC(C)=O (3-(3,4-diacetoxycinnamoylamino)-4-(2-chlorophenyl)-6,8-dimethylquinoline), C([O-])([O-])=O.[K+].[K+] (potassium carbonate), O1C(COCC1)CO.O (dioxane-methanol water), Cl (hydrochloric acid). Product: ClC1=C(C=CC=C1)C1=C(C=NC2=C(C=C(C=C12)C)C)NC(C=CC1=CC(=C(C=C1)O)O)=O (4-(2-chlorophenyl)-3-(3,4-dihydroxycinnamoylamino)-6,8-dimethylquinoline). Reported procedure: A mixture of 3-(3,4-diacetoxycinnamoylamino)-4-(2-chlorophenyl)-6,8-dimethylquinoline (4.0 g), potassium carbonate (3.13 g) and dioxane-methanol-water (2:2:1, 50 ml) was stirred at room temperature for 3 hours in a stream of argon gas, then diluted with water. After being adjusted to pH 4 by addition of 2N hydrochloric acid, the mixture was extracted with ethyl acetate. The ethyl acetate layer was washed with water and dried (MgSO4). The solvent was removed, and the residue was crystallized from... The yield is 80.3%. Reaction SMILES: C([O:4][C:5]1[CH:6]=[C:7]([CH:32]=[CH:33][C:34]=1[O:35]C(=O)C)[CH:8]=[CH:9][C:10]([NH:12][C:13]1[CH:14]=[N:15][C:16]2[C:21]([C:22]=1[C:23]1[CH:28]=[CH:27][CH:26]=[CH:25][C:24]=1[Cl:29])=[CH:20][C:19]([CH3:30])=[CH:18][C:17]=2[CH3:31])=[O:11])(=O)C.C(=O)([O-])[O-].[K+].[K+].O1CCOCC1CO.O.Cl>O>[Cl:29][C:24]1[CH:25]=[CH:26][CH:27]=[CH:28][C:23]=1[C:22]1[C:21]2[C:16](=[C:17]([CH3:31])[CH:18]=[C:19]([CH3:30])[CH:20]=2)[N:15]=[CH:14][C:13]=1[NH:12][C:10](=[O:11])[CH:9]=[CH:8][C:7]1[CH:32]=[CH:33][C:34]([OH:35])=[C:5]([OH:4])[CH:6]=1 |f:1.2.3,4.5|. Run at time 3 hour. The reactants are C1C=CCCCCC1.BrC (2-Cyclooctene 1-bromomethane), N1C=NC=C1 (imidazole), CC(C)([O-])C.[K+] (potassium t-butoxide). The solvent is C(CCC)O (n-butanol). Product: C1(C=CCCCCC1)CN1C=NC=C1 (1-(2-cyclooctenylmethyl)imidazole). As a reaction SMILES: [CH2:1]1[CH2:8][CH2:7][CH2:6][CH2:5][CH2:4][CH:3]=[CH:2]1.BrC.[NH:11]1[CH:15]=[CH:14][N:13]=[CH:12]1.[CH3:16]C(C)([O-])C.[K+]>C(O)CCC>[CH:2]1([CH2:16][N:11]2[CH:15]=[CH:14][N:13]=[CH:12]2)[CH2:1][CH2:8][CH2:7][CH2:6][CH2:5][CH:4]=[CH:3]1 |f:0.1,3.4|. Procedure: 2-Cyclooctene-1-bromomethane (0.7 g, 0.0034 mol) was added dropwise to a boiling solution of imidazole (0.24 g, 0.0035 mol) and potassium t-butoxide (0.39 g, 0.0035 mol) in dry n-butanol, under dry nitrogen. After the addition, the reaction mixture was stirred and heated under reflux for 1 h. The pure product was obtained as described in Example 4, b.p. 108°-110°/0.02 mmHg. Starting materials: O=C(NCC1CCC(C(=O)O)CC1)OCc1ccccc1, CI, CN(C)C=O, [H-], [Na+]. Product: CN(CC1CCC(C(=O)O)CC1)C(=O)OCc1ccccc1. Reaction SMILES: [CH2:1]([c:2]1[cH:3][cH:4][cH:5][cH:6][cH:7]1)[O:8][C:9](=[O:10])[NH:11][CH2:12][CH:13]1[CH2:14][CH2:15][CH:16]([C:19](=[O:20])[OH:21])[CH2:17][CH2:18]1.[CH3:24][I:25].[CH3:26][N:27]([CH3:28])[CH:29]=[O:30].[H-:22].[Na+:23]>>[CH2:1]([c:2]1[cH:3][cH:4][cH:5][cH:6][cH:7]1)[O:8][C:9](=[O:10])[N:11]([CH2:12][CH:13]1[CH2:14][CH2:15][CH:16]([C:19](=[O:20])[OH:21])[CH2:17][CH2:18]1)[CH3:24]. Starting materials: c1ccc(COCC2CO2)cc1, [Li]CCCC, CCCCCC, C[S+](C)C, [I-], C1CCOC1, O. Product: C=CC(O)COCc1ccccc1. RXN SMILES: [CH2:11]([CH:12]1[CH2:13][O:14]1)[O:15][CH2:16][c:17]1[cH:18][cH:19][cH:20][cH:21][cH:22]1.[CH2:1]([Li:2])[CH2:3][CH2:4][CH3:5].[CH3:24][CH2:25][CH2:26][CH2:27][CH2:28][CH3:29].[CH3:7][S+:8]([CH3:9])[CH3:10].[I-:6].[O:30]1[CH2:31][CH2:32][CH2:33][CH2:34]1.[OH2:23]>>[CH2:1]=[CH:13][CH:12]([CH2:11][O:15][CH2:16][c:17]1[cH:18][cH:19][cH:20][cH:21][cH:22]1)[OH:14]. Reaction SMILES: [F:1][C@H:2]1[C@@H:6]2[O:7][Si:8]([CH:22]([CH3:24])[CH3:23])([CH:19]([CH3:21])[CH3:20])[O:9][Si:10]([CH:16]([CH3:18])[CH3:17])([CH:13]([CH3:15])[CH3:14])[O:11][CH2:12][C@H:5]2[C:4](=[CH2:25])[C@H:3]1[OH:26].CC(OI1(OC(C)=O)(OC(C)=O)OC(=O)C2C=CC=CC1=2)=O.O.O.O.O.O.O.O.[Cl-].[Ce+3].[Cl-].[Cl-].[BH4-].[Na+].[Cl-].[NH4+]>CO.C(O)(=O)C>[F:1][C@H:2]1[C@@H:6]2[O:7][Si:8]([CH:22]([CH3:24])[CH3:23])([CH:19]([CH3:21])[CH3:20])[O:9][Si:10]([CH:16]([CH3:17])[CH3:18])([CH:13]([CH3:14])[CH3:15])[O:11][CH2:12][C@H:5]2[C:4](=[CH2:25])[C@@H:3]1[OH:26] |f:2.3.4.5.6.7.8.9.10.11.12,13.14,15.16|. Isolated yield 86.4%. Reported procedure: To a stirred solution of allylic alcohol 14 (5 g, 12.3 mmol) the Dess-martin periodinane reagent (7.8 g, 18.5 mmol) was added at 0° C. The mixture was warm to ambient temperature and stirred for 1 h. Mixture was passed through celite bed and the filtrate was concentrated under reduced pressure to give a crude allylic ketone, which was proceeded as such in next step without further purification. The crude ketone (4.5 g, 11.1 mmol) was dissolved in anhydrous methanol, cooled the solution at −78° C... Conditions: time 1 hour. Starting materials: O.O.O.O.O.O.O.[Cl-].[Ce+3].[Cl-].[Cl-] (cerium chloride heptahydrate), F[C@@H]1[C@@H](C([C@H]2[C@H]1O[Si](O[Si](OC2)(C(C)C)C(C)C)(C(C)C)C(C)C)=C)O ((−)-(6aR,8R,9R,9aR)-9-Fluoro-2,2,4,4-tetraisopropyl-7-methylenehexahydrocyclopenta[f]-[1,3,5,2,4]trioxadisilocin-8-ol), CC(=O)OI1(C=2C=CC=CC2C(=O)O1)(OC(=O)C)OC(=O)C (Dess-martin periodinane), ketone, [BH4-].[Na+] (NaBH4), [Cl-].[NH4+] (ammonium chloride), aqueous solution. Solvent: CO (methanol), C(C)(=O)O (acetic acid). Product: F[C@@H]1[C@H](C([C@H]2[C@H]1O[Si](O[Si](OC2)(C(C)C)C(C)C)(C(C)C)C(C)C)=C)O ((−)-(6aR,8S,9R,9aR)-9-Fluoro-2,2,4,4-tetraisopropyl-7-methylenehexahydrocyclopenta[f]-[1,3,5,2,4]trioxadisilocin-8-ol). Starting materials: CC(C)(C)n1nc(CCC=O)cc1-c1ccc(F)cc1, COc1ccc(N2CCNCC2)cc1, CCN(C(C)C)C(C)C. Yields the product COc1ccc(N2CCN(CCCc3cc(-c4ccc(F)cc4)n(C(C)(C)C)n3)CC2)cc1. As a reaction SMILES: [C:1]([CH3:2])([CH3:3])([CH3:4])[n:5]1[n:6][c:7]([CH2:17][CH2:18][CH:19]=[O:20])[cH:8][c:9]1-[c:10]1[cH:11][cH:12][c:13]([F:16])[cH:14][cH:15]1.[CH3:21][O:22][c:23]1[cH:24][cH:25][c:26]([N:29]2[CH2:30][CH2:31][NH:32][CH2:33][CH2:34]2)[cH:27][cH:28]1.[CH:35]([N:36]([CH2:37][CH3:38])[CH:39]([CH3:40])[CH3:41])([CH3:42])[CH3:43]>>[C:1]([CH3:2])([CH3:3])([CH3:4])[n:5]1[n:6][c:7]([CH2:17][CH2:18][CH2:19][N:32]2[CH2:31][CH2:30][N:29]([c:26]3[cH:25][cH:24][c:23]([O:22][CH3:21])[cH:28][cH:27]3)[CH2:34][CH2:33]2)[cH:8][c:9]1-[c:10]1[cH:11][cH:12][c:13]([F:16])[cH:14][cH:15]1.